From a dataset of the Open Reaction Database (ORD), a public repository of structured organic reaction records. describe an organic reaction: reactants, conditions, products, and yield Reactants: C(C)(=O)O (acetic acid), ( 22 ), N1(CCCC1)C1=CCC2=CC=C(C=C12)Cl (3-pyrrolidino-5-chloroindene), C(C=C)(=O)OC (methyl acrylate), Cl (hydrochloric acid). Solvent: O1CCOCC1 (dioxane). Yields the product ClC1=CC=C2CC(C(C2=C1)=O)CCC(=O)O (6-chloro-1-oxo-2,3-dihydro-2-indene propionic acid). Reaction SMILES: N1([C:6]2[C:14]3[C:9](=[CH:10][CH:11]=[C:12]([Cl:15])[CH:13]=3)[CH2:8][CH:7]=2)CCCC1.[C:16]([O:20]C)(=[O:19])[CH:17]=[CH2:18].C(O)(=[O:24])C.Cl>O1CCOCC1>[Cl:15][C:12]1[CH:13]=[C:14]2[C:9]([CH2:8][CH:7]([CH2:18][CH2:17][C:16]([OH:20])=[O:19])[C:6]2=[O:24])=[CH:10][CH:11]=1. Procedure details: Twenty-two (22) grams of 3-pyrrolidino-5-chloroindene and 18 g of methyl acrylate were dissolved in 70 ml of dioxane, refluxed for 5 hours and freed of the solvent by distilling it off, to obtain a residue. The thus obtained residue was incorporated with 100 ml of acetic acid and 100 ml of hydrochloric acid and heated for 3 hours. After the end of the reaction, the resulting reaction mixture was freed of the solvent by distilling it off under a reduced pressure and incorporated with iced water t... Reactants: C(=O)(N1C=NC=C1)N1C=NC=C1 (1,1'-carbonyldiimidazole), C(=O)(OC(C)(C)C)NCC(=O)O (BOC-glycine), CN(C=O)C (dimethylformamide), ( E )-, N\C(\C=1N=CN2C1CN(C(C1=C2C=CS1)=O)C)=N/O ((Z)-3-(aminohydroxyimino-methyl)-5-methyl-5,6-dihydro-4H-imidazo[1,5-a]thieno[2,3-f][1,4]diazepin-6-one). Run at time 30 minute. The product is C(=O)(OC(C)(C)C)C1=NC(N(O1)CN)C=1N=CN2C1CN(C(C1=C2C=CS1)=O)C (3-(5-BOC-aminomethyl-1,2,4-oxadiazol-3-yl)-5-methyl-5,6-dihydro-4H-imidazo[1,5-a]thieno[2,3-f][1,4]diazepin-6-one). RXN SMILES: [C:1](N1C=CN=C1)([N:3]1C=CN=C1)=O.[C:13](NCC(O)=O)([O:15][C:16]([CH3:19])([CH3:18])[CH3:17])=[O:14].[NH2:25]/[C:26](=[N:42]\[OH:43])/[C:27]1[N:28]=[CH:29][N:30]2[C:36]3[CH:37]=[CH:38][S:39][C:35]=3[C:34](=[O:40])[N:33]([CH3:41])[CH2:32][C:31]=12.[CH3:44]N(C)C=O>>[C:13]([C:44]1[O:43][N:42]([CH2:1][NH2:3])[CH:26]([C:27]2[N:28]=[CH:29][N:30]3[C:36]4[CH:37]=[CH:38][S:39][C:35]=4[C:34](=[O:40])[N:33]([CH3:41])[CH2:32][C:31]=23)[N:25]=1)([O:15][C:16]([CH3:17])([CH3:18])[CH3:19])=[O:14]. Procedure details: 3.82 g (23.5 mmol) of 1,1'-carbonyldiimidazole were added to a solution of 3.85 g (21.9 mmol) of BOC-glycine in 45 ml of dimethylformamide and the mixture was stirred at 50° for 30 minutes. Subsequently, 5.7 g (20.56 mmol) of (E)- and/or (Z)-3-(aminohydroxyimino-methyl)-5-methyl-5,6-dihydro-4H-imidazo[1,5-a]thieno[2,3-f][1,4]diazepin-6-one were added thereto and the mixture was stirred at 90° for 15 hours. The brown solution obtained was evaporated in a high vacuum and the brown residue obtained... Reaction SMILES: [CH3:1][O:2][C:3](=[O:17])[NH:4][C:5]1[O:6][C:7]2[C:13](I)=[CH:12][CH:11]=[C:10]([O:15][CH3:16])[C:8]=2[N:9]=1.[Cl-].[Li+].[F:20][C:21]1[CH:26]=[CH:25][C:24](B(O)O)=[CH:23][CH:22]=1.C(=O)(O)[O-].[Na+]>O1CCOCC1.COCCOC>[CH3:1][O:2][C:3](=[O:17])[NH:4][C:5]1[O:6][C:7]2[C:13]([C:24]3[CH:25]=[CH:26][C:21]([F:20])=[CH:22][CH:23]=3)=[CH:12][CH:11]=[C:10]([O:15][CH3:16])[C:8]=2[N:9]=1 |f:1.2,4.5|. Reported procedure: To a stirred solution of 3.00 g (8.62 mmol) (7-iodo-4-methoxy-benzooxazol-2-yl)-carbamic acid methyl ester in 20 ml dioxane and 60 ml 1,2-dimethoxyethane were added 731 mg (17.2 mmol) lithium chloride, 299 mg (0.26 mmol) tetrakis(triphenyl-phosphine)palladium(0), 1.45 g (10.3 mmol) para-fluorobenzeneboronic acid and 18 ml of a 1 N aq. solution of sodium bicarbonate. The mixture was heated at 100° C. for 24 h and then poured onto water and extracted three times with ethyl acetate. The combined or... Yield: 97.9%. Yields the product COC(NC=1OC2=C(N1)C(=CC=C2C2=CC=C(C=C2)F)OC)=O ([7-(4-fluoro-phenyl)-4-methoxy-benzooxazol-2-yl]-carbamic acid methyl ester). Reactants: COC(NC=1OC2=C(N1)C(=CC=C2I)OC)=O ((7-iodo-4-methoxy-benzooxazol-2-yl)-carbamic acid methyl ester), [Cl-].[Li+] (lithium chloride), tetrakis(triphenyl-phosphine)palladium(0), FC1=CC=C(C=C1)B(O)O (para-fluorobenzeneboronic acid), aq. solution, C([O-])(O)=O.[Na+] (sodium bicarbonate). Solvent: O1CCOCC1 (dioxane), COCCOC (1,2-dimethoxyethane). Conditions: temperature 100 celsius. The reactants are O=Cc1cc(Br)ccc1I, CC(C)(C)N, C1CCOC1. The product is CC(C)(C)N=Cc1cc(Br)ccc1I. RXN SMILES: [Br:1][c:2]1[cH:3][cH:4][c:5]([I:10])[c:6]([CH:7]=[O:8])[cH:9]1.[C:11]([CH3:12])([CH3:13])([CH3:14])[NH2:15].[CH2:16]1[O:17][CH2:18][CH2:19][CH2:20]1>>[Br:1][c:2]1[cH:3][cH:4][c:5]([I:10])[c:6]([CH:7]=[N:15][C:11]([CH3:12])([CH3:13])[CH3:14])[cH:9]1. The reactants are COC(=O)C1CCC(N=[N+]=[N-])C1c1ccc(F)cc1, COc1ccc(-c2nccs2)cc1C=O. The product is COC(=O)C1CCC(NCc2cc(-c3nccs3)ccc2OC)C1c1ccc(F)cc1. As a reaction SMILES: [CH3:1][O:2][C:3](=[O:4])[CH:5]1[CH:6]([c:13]2[cH:14][cH:15][c:16]([F:19])[cH:17][cH:18]2)[CH:7]([N:10]=[N+:11]=[N-:12])[CH2:8][CH2:9]1.[CH3:20][O:21][c:22]1[c:23]([CH:24]=[O:25])[cH:26][c:27](-[c:30]2[s:31][cH:32][cH:33][n:34]2)[cH:28][cH:29]1>>[CH3:1][O:2][C:3](=[O:4])[CH:5]1[CH:6]([c:13]2[cH:14][cH:15][c:16]([F:19])[cH:17][cH:18]2)[CH:7]([NH:10][CH2:24][c:23]2[c:22]([O:21][CH3:20])[cH:29][cH:28][c:27](-[c:30]3[s:31][cH:32][cH:33][n:34]3)[cH:26]2)[CH2:8][CH2:9]1. Starting materials: FC1(C[C@@H](CC1)[C@](C(=O)OCCCN(C)CC1=CC=CC=C1)(C1=CC=CC=C1)O)F (3-(benzyl(methyl)amino)propyl (2R)-2-((1R)-3,3-difluorocyclopentyl)-2-hydroxy-2-phenylethanoate). Reagents/catalysts: [OH-].[Pd+2].[OH-].[C] (palladium hydroxide carbon). Run in CO (methanol), [H][H] (hydrogen). Conditions: time 2 hour. Product: FC1(C[C@@H](CC1)[C@](C(=O)OCCCNC)(C1=CC=CC=C1)O)F (3-(methylamino)propyl (2R)-2-((1R)-3,3-difluorocyclopentyl)-2-hydroxy-2-phenylethanoate). Isolated yield 99.5%. As a reaction SMILES: [F:1][C:2]1([F:30])[CH2:6][CH2:5][C@@H:4]([C@@:7]([OH:29])([C:23]2[CH:28]=[CH:27][CH:26]=[CH:25][CH:24]=2)[C:8]([O:10][CH2:11][CH2:12][CH2:13][N:14](CC2C=CC=CC=2)[CH3:15])=[O:9])[CH2:3]1>CO.[OH-].[Pd+2].[OH-].[C].[H][H]>[F:1][C:2]1([F:30])[CH2:6][CH2:5][C@@H:4]([C@@:7]([OH:29])([C:23]2[CH:28]=[CH:27][CH:26]=[CH:25][CH:24]=2)[C:8]([O:10][CH2:11][CH2:12][CH2:13][NH:14][CH3:15])=[O:9])[CH2:3]1 |f:2.3.4.5|. Procedure details: To a solution of 41 mg of 3-(benzyl(methyl)amino)propyl (2R)-2-((1R)-3,3-difluorocyclopentyl)-2-hydroxy-2-phenylethanoate in 2 ml of methanol, 10 mg of palladium hydroxide-carbon catalyst was added, followed by 2 hours' stirring at ambient temperature and pressure in hydrogen atmosphere. The reaction liquid was filtered with Celite. Distilling the solvent off from the filtrate under reduced pressure, 32 mg of the title compound was obtained. Reactants: ClCCl, COc1cc2c(cc1OC)CC(=O)N(CCCCl)CC2, COc1ccc(NCCN)cc1OC, [Na+], [OH-]. Product: COc1ccc(NCCNCCCN2CCc3cc(OC)c(OC)cc3CC2=O)cc1OC. As a reaction SMILES: [CH2:37]([Cl:38])[Cl:39].[CH3:1][O:2][c:3]1[cH:4][c:5]2[c:6]([cH:17][c:18]1[O:19][CH3:20])[CH2:7][C:8](=[O:16])[N:9]([CH2:12][CH2:13][CH2:14][Cl:15])[CH2:10][CH2:11]2.[CH3:21][O:22][c:23]1[cH:24][c:25]([NH:31][CH2:32][CH2:33][NH2:34])[cH:26][cH:27][c:28]1[O:29][CH3:30].[Na+:36].[OH-:35]>>[CH3:1][O:2][c:3]1[cH:4][c:5]2[c:6]([cH:17][c:18]1[O:19][CH3:20])[CH2:7][C:8](=[O:16])[N:9]([CH2:12][CH2:13][CH2:14][NH:34][CH2:33][CH2:32][NH:31][c:25]1[cH:24][c:23]([O:22][CH3:21])[c:28]([O:29][CH3:30])[cH:27][cH:26]1)[CH2:10][CH2:11]2.